describe an organic reaction: reactants, conditions, products, and yield From a dataset of the Open Reaction Database (ORD), a public repository of structured organic reaction records. The reactants are S1C(=NC=C1)N1C(OC2(C1)CN1CCC2CC1)=O (3′-(thiazol-2-yl)spiro[1-azabicyclo[2.2.2]octan-3,5′-oxazolidin]-2′-one), BrN1C(CCC1=O)=O (N-bromosuccinimide). The solvent is CN(C=O)C (N,N-dimethylformamide), C(Cl)(Cl)Cl (chloroform). Conditions: time 8 hour. Yields the product BrC1=CN=C(S1)N1C(OC2(C1)CN1CCC2CC1)=O (3′-(5-Bromothiazol-2-yl)spiro[1-azabicyclo[2.2.2]octan-3,5′-oxazolidin]-2′-one). Yield: 46.8%. Reaction SMILES: [S:1]1[CH:5]=[CH:4][N:3]=[C:2]1[N:6]1[CH2:10][C:9]2([CH:15]3[CH2:16][CH2:17][N:12]([CH2:13][CH2:14]3)[CH2:11]2)[O:8][C:7]1=[O:18].[Br:19]N1C(=O)CCC1=O>CN(C)C=O.C(Cl)(Cl)Cl>[Br:19][C:5]1[S:1][C:2]([N:6]2[CH2:10][C:9]3([CH:15]4[CH2:16][CH2:17][N:12]([CH2:13][CH2:14]4)[CH2:11]3)[O:8][C:7]2=[O:18])=[N:3][CH:4]=1. Procedure: A solution containing 3′-(thiazol-2-yl)spiro[1-azabicyclo[2.2.2]octan-3,5′-oxazolidin]-2′-one (2.80 g, 10.55 mmol) and N-bromosuccinimide (3.90 g, 21.86 mmole) in N,N-dimethylformamide (15 mL) were stirred at RT overnight. The mixture was diluted with chloroform, washed with saturated aqueous potassium carbonate and then with brine, dried through magnesium sulfate, and then the solvent was evaporated. The residue was purified by flash chromatography using a gradient of ammoniated methanol in chl... The reactants are ClC1=NC2=CC=C(C(=C2C=C1)NC(CC1CCCCC1)=O)Cl (N-(2,6-dichloro-5-quinolinyl)-cyclohexaneacetamide), N1C[C@H](CC1)OCCC#N (3-[(3S)-3-pyrrolidinyloxy]-propanenitrile), Example 107 ( b ). Yields the product ClC=1C(=C2C=CC(=NC2=CC1)N1C[C@H](CC1)OCCC#N)NC(CC1CCCCC1)=O (N-[6-Chloro-2-[(3S)-3-(2-cyanoethoxy)-1-pyrrolidinyl]-5-quinolinyl]-cyclohexaneacetamide). Isolated yield 70.7%. RXN SMILES: Cl[C:2]1[CH:11]=[CH:10][C:9]2[C:4](=[CH:5][CH:6]=[C:7]([Cl:22])[C:8]=2[NH:12][C:13](=[O:21])[CH2:14][CH:15]2[CH2:20][CH2:19][CH2:18][CH2:17][CH2:16]2)[N:3]=1.[NH:23]1[CH2:27][CH2:26][C@H:25]([O:28][CH2:29][CH2:30][C:31]#[N:32])[CH2:24]1>>[Cl:22][C:7]1[C:8]([NH:12][C:13](=[O:21])[CH2:14][CH:15]2[CH2:20][CH2:19][CH2:18][CH2:17][CH2:16]2)=[C:9]2[C:4](=[CH:5][CH:6]=1)[N:3]=[C:2]([N:23]1[CH2:27][CH2:26][C@H:25]([O:28][CH2:29][CH2:30][C:31]#[N:32])[CH2:24]1)[CH:11]=[CH:10]2. Procedure details: Prepared according to the method of example 30, using N-(2,6-dichloro-5-quinolinyl)-cyclohexaneacetamide (prepared as in Example 1(a)) (400 mg) and 3-[(3S)-3-pyrrolidinyloxy]-propanenitrile (Example 107 (b)) (350 mg). The resulting precipitate was collected by filtration and washed with acetonitrile to give the sub-title compound as a solid (370 mg). Reported procedure: A solution of 25 mmoles of n-butyllithium in 10 ml of hexane is added dropwise to a solution of 3.19 g of N-tert-butyl 4-bromobenzamide in 250 ml of tetrahydrofuran at -70° under argon. After 30 min, a solution of 3.74 g of 3-(1-tritylimidazol-4-yl)propionaldehyde in 100 ml of tetrahydrofuran is added slowly. The reaction mixture is stirred at -70° for 30 min, allowed to warm to 25°, stirred at 25° for 2.5 h and quenched with excess saturated ammonium chloride solution. The aqueous layer is sepa... Starting materials: C(C1=CC=CC=C1)(C1=CC=CC=C1)(C1=CC=CC=C1)N1C=NC(=C1)CCC=O (3-(1-tritylimidazol-4-yl)propionaldehyde), C(CCC)[Li] (n-butyllithium), C(C)(C)(C)NC(C1=CC=C(C=C1)Br)=O (N-tert-butyl 4-bromobenzamide). Reaction SMILES: C([Li])CCC.[C:6]([NH:10][C:11](=[O:19])[C:12]1[CH:17]=[CH:16][C:15](Br)=[CH:14][CH:13]=1)([CH3:9])([CH3:8])[CH3:7].[C:20]([N:39]1[CH:43]=[C:42]([CH2:44][CH2:45][CH:46]=[O:47])[N:41]=[CH:40]1)([C:33]1[CH:38]=[CH:37][CH:36]=[CH:35][CH:34]=1)([C:27]1[CH:32]=[CH:31][CH:30]=[CH:29][CH:28]=1)[C:21]1[CH:26]=[CH:25][CH:24]=[CH:23][CH:22]=1>CCCCCC.O1CCCC1>[C:6]([NH:10][C:11]([C:12]1[CH:17]=[CH:16][C:15]([CH:46]([OH:47])[CH2:45][CH2:44][C:42]2[N:41]=[CH:40][N:39]([C:20]([C:33]3[CH:34]=[CH:35][CH:36]=[CH:37][CH:38]=3)([C:27]3[CH:28]=[CH:29][CH:30]=[CH:31][CH:32]=3)[C:21]3[CH:26]=[CH:25][CH:24]=[CH:23][CH:22]=3)[CH:43]=2)=[CH:14][CH:13]=1)=[O:19])([CH3:9])([CH3:8])[CH3:7]. Product: C(C)(C)(C)NC(=O)C1=CC=C(C=C1)C(CCC=1N=CN(C1)C(C1=CC=CC=C1)(C1=CC=CC=C1)C1=CC=CC=C1)O (4-[3-(4-tert-butylaminocarbonylphenyl)-3-hydroxyprop-1-yl]-1-tritylimidazole). Run in O1CCCC1 (tetrahydrofuran), CCCCCC (hexane), O1CCCC1 (tetrahydrofuran). Conditions: time 30 minute. Reactants: C(C(=C)C)(=O)OC (methyl methacrylate), OC1=C(C=C(C=C1)CCOC(C(=C)C)=O)N1N=C2C(=N1)C=CC=C2 (2-(2′-hydroxy-5′-methacryloxyethylphenyl)benzotriazole), C(C(=C)C)(=O)OCCC[Si](OC)(OC)OC (3-methacryloxypropyl-trimethoxysilane), N(=NC(C#N)(C)C)C(C#N)(C)C (azobisisobutyronitrile). Run in COCCOC (1,2-dimethoxyethane), CCCCCC (n-hexane). The product is 86, CCCCC(CC)COC(=O)C=C.CCCCOC(=O)C=C (acrylic copolymer resin). RXN SMILES: [C:1]([O:6][CH3:7])(=[O:5])[C:2](C)=[CH2:3].O[C:9]1[CH:14]=[CH:13][C:12]([CH2:15][CH2:16][O:17][C:18](=[O:22])[C:19](C)=[CH2:20])=[CH:11][C:10]=1N1N=C2C=CC=CC2=N1.C(OCCC[Si](OC)(OC)OC)(=O)C(C)=C.N(C(C)(C)C#N)=NC(C)(C)C#N>CCCCCC.COCCOC>[CH3:13][CH2:14][CH2:9][CH2:10][CH:11]([CH2:7][O:6][C:1]([CH:2]=[CH2:3])=[O:5])[CH2:12][CH3:15].[CH3:11][CH2:12][CH2:15][CH2:16][O:17][C:18]([CH:19]=[CH2:20])=[O:22] |f:6.7|. Reported procedure: A flask having a reflux condenser and a stirrer and having nitrogen substituted for air inside was charged with 65 parts of methyl methacrylate (to be abbreviated as “MMA” hereinafter), 25 parts of 2-(2′-hydroxy-5′-methacryloxyethylphenyl)benzotriazole (to be abbreviated as “MEBT” hereinafter), 10 parts of 3-methacryloxypropyl-trimethoxysilane (to be abbreviated as “MPTMS” hereinafter), 0.16 part of azobisisobutyronitrile and 200 parts of 1,2-dimethoxyethane, and these contents were mixed and di... The reactants are C(C)(=O)OCC (ethyl acetate), CC=1C=C(C=O)C=C(C1O)C (3,5-dimethyl-4-hydroxybenzaldehyde), C(C)(C)(C)OC(=O)N(C)CC(=O)O (N-(tert-butoxycarbonyl)sarcosine), Cl.CN(CCCN=C=NCC)C (1-(3-dimethylaminopropyl)-3-ethylcarbodiimide hydrochloride). Reagents/catalysts: CN(C)C1=CC=NC=C1 (4-(N,N-dimethylamino)pyridine). The solvent is ClCCl (dichloromethane). Reaction conditions: time 2.5 hour. Yields the product C(C)(C)(C)OC(=O)CNCC(=O)OC1=C(C=C(C=O)C=C1C)C (4-(tert-butoxycarbonylmethylamino)acetoxy-3,5-dimethylbenzaldehyde). Reaction SMILES: [CH3:1][C:2]1[CH:3]=[C:4]([CH:7]=[C:8]([CH3:11])[C:9]=1[OH:10])[CH:5]=[O:6].[C:12]([O:16][C:17](N(CC(O)=O)C)=[O:18])([CH3:15])([CH3:14])[CH3:13].Cl.[CH3:26][N:27](C)[CH2:28][CH2:29]CN=C=NCC.C(OCC)(=[O:39])C>CN(C1C=CN=CC=1)C.ClCCl>[C:12]([O:16][C:17]([CH2:26][NH:27][CH2:28][C:29]([O:10][C:9]1[C:8]([CH3:11])=[CH:7][C:4]([CH:5]=[O:6])=[CH:3][C:2]=1[CH3:1])=[O:39])=[O:18])([CH3:13])([CH3:14])[CH3:15] |f:2.3|. Procedure details: To a solution of 1.35 g of 3,5-dimethyl-4-hydroxybenzaldehyde, 1.73 g of N-(tert-butoxycarbonyl)sarcosine and 0.2 g of 4-(N,N-dimethylamino)pyridine in 20 ml of dichloromethane was added 1.9 g of 1-(3-dimethylaminopropyl)-3-ethylcarbodiimide hydrochloride and stirring was continued for 2.5 h at room temperature. The mixture was diluted with ethyl acetate and was washed with 0.25N HCl. The organic layer was dried over anhydrous sodium sulfate and concentrated to obtain 4-(tert-butoxycarbonylmethy... Reactants: CO, OCCC=C1CCCOC1. Yields the product OCCCC1CCCOC1. As a reaction SMILES: [CH3:11][OH:12].[O:1]1[CH2:2][C:3](=[CH:7][CH2:8][CH2:9][OH:10])[CH2:4][CH2:5][CH2:6]1>>[O:1]1[CH2:2][CH:3]([CH2:7][CH2:8][CH2:9][OH:10])[CH2:4][CH2:5][CH2:6]1.